This data is from the Open Reaction Database (ORD), a public repository of structured organic reaction records. The task is: describe an organic reaction: reactants, conditions, products, and yield Reactants: CCOC(C)=O, C=CCCCCC=O, N#C[Na], O. Product: C=CCCCCC(O)C#N. Reaction SMILES: [CH3:12][CH2:13][O:14][C:15](=[O:16])[CH3:17].[CH:1]([CH2:2][CH2:3][CH2:4][CH2:5][CH:6]=[CH2:7])=[O:8].[Na:9][C:10]#[N:11].[OH2:18]>>[CH:1]([CH2:2][CH2:3][CH2:4][CH2:5][CH:6]=[CH2:7])([OH:8])[C:10]#[N:11]. Starting materials: C1(CCCC1)C(C(=O)OCC)(O)C#CC1=CC=CC=C1 (ethyl α-cyclopentyl-α-phenylethynylglycolate), [Na] (Sodium), CN1CC(CCC1)O (1-methyl-3-piperidinol), CCCCCCC (n-heptane), [Na] (sodium). The solvent is petroleum ether, CCOCC (ether). Run at time 8 hour. Product: C1(CCCC1)C(C(=O)OC1CN(CCC1)C)(O)C#CC1=CC=CC=C1 (1-Methyl-3-piperidyl α-Cyclopentyl-α-phenylethynyl-glycolate). Reaction SMILES: [Na].[CH3:2][N:3]1[CH2:8][CH2:7][CH2:6][CH:5]([OH:9])[CH2:4]1.CCCCCCC.[CH:17]1([C:22]([C:29]#[C:30][C:31]2[CH:36]=[CH:35][CH:34]=[CH:33][CH:32]=2)([OH:28])[C:23](OCC)=[O:24])[CH2:21][CH2:20][CH2:19][CH2:18]1>CCOCC>[CH:17]1([C:22]([C:29]#[C:30][C:31]2[CH:32]=[CH:33][CH:34]=[CH:35][CH:36]=2)([OH:28])[C:23]([O:9][CH:5]2[CH2:6][CH2:7][CH2:8][N:3]([CH3:2])[CH2:4]2)=[O:24])[CH2:21][CH2:20][CH2:19][CH2:18]1 |^1:0|. Procedure details: Sodium (~0.05 g.) and 1-methyl-3-piperidinol (4.0 g., 0.035 mole) were refluxed in 250 ml. of dry n-heptane in a reaction flask equipped with a Dean-Stark trap until all of the sodium reacted. Then 6.5 g. (0.024 mole) of ethyl α-cyclopentyl-α-phenylethynylglycolate, undiluted, was added dropwise over a 0.25 hour period. The reaction mixture was subsequently refluxed for 20 hours, and about 30 ml. of solvent was collected toward the end of that period. The reaction mixture was kept overnight. No ... The reactants are [O-]C#N.[Na+] (sodium cyanate), solution, COC1=C(CN)C=CC=C1 (2-methoxybenzylamine), S(O)(O)(=O)=O (sulfuric acid). The solvent is solution. Run at temperature 80 celsius, time 15 minute. The product is COC1=C(CNC(=O)N)C=CC=C1 (2-methoxybenzyl Urea). Isolated yield 94.3%. As a reaction SMILES: [CH3:1][O:2][C:3]1[CH:10]=[CH:9][CH:8]=[CH:7][C:4]=1[CH2:5][NH2:6].S(=O)(=O)(O)O.[O-:16][C:17]#[N:18].[Na+]>>[CH3:1][O:2][C:3]1[CH:10]=[CH:9][CH:8]=[CH:7][C:4]=1[CH2:5][NH:6][C:17]([NH2:18])=[O:16] |f:2.3|. Procedure: To an aqueous solution (13 ml) containing 2-methoxybenzylamine (13.7 g, 0.1 mol.) was added dropwise dilute sulfuric acid (prepared from 2.8 ml of conc. sulfuric acid and 6.7 ml of refined water) at room temperature. After completion of the dropwise addition, an aqueous solution (70 ml) containing sodium cyanate (7.65 g, 0.12 mol.) was added to the reaction mixture at room temperature taking 15 minutes. The suspension obtained as reaction mixture was heated at 80° C. for one hour. The reaction m... Starting materials: BrC(C(=O)Br)C (2-bromopropionic acid bromide), NCCN(C(C1=C(C(C(=O)O)=C(C(=C1I)N)I)I)=O)CCN (N,N-bis-(2-aminoethyl)-5-amino-2,4,6-triiodoisophthalic acid amide), ice water. As a reaction SMILES: [NH2:1][CH2:2][CH2:3][N:4]([CH2:20][CH2:21][NH2:22])[C:5](=[O:19])[C:6]1[C:14]([I:15])=[C:13]([NH2:16])[C:12]([I:17])=[C:8]([C:9]([OH:11])=[O:10])[C:7]=1[I:18].[Br:23][CH:24]([CH3:28])[C:25](Br)=[O:26]>CC(N(C)C)=O>[Br:23][CH:24]([CH3:28])[C:25]([NH:1][CH2:2][CH2:3][N:4]([CH2:20][CH2:21][NH:22][C:25](=[O:26])[CH:24]([Br:23])[CH3:28])[C:5](=[O:19])[C:6]1[C:14]([I:15])=[C:13]([NH:16][C:25](=[O:26])[CH:24]([Br:23])[CH3:28])[C:12]([I:17])=[C:8]([C:9]([OH:11])=[O:10])[C:7]=1[I:18])=[O:26]. The solvent is CC(=O)N(C)C (dimethylacetamide). Reaction conditions: temperature 40 celsius, time 20 hour. Procedure: 50 g (77.8 mmol) of N,N-bis-(2-aminoethyl)-5-amino-2,4,6-triiodoisophthalic acid amide is dissolved in 500 ml of dimethylacetamide, and 75.5 g (350 mmol) of 2-bromopropionic acid bromide (Aldrich) is added in drops over 15 minutes at 0° C. Then, it is stirred for 20 hours at 40° C. The reaction mixture is poured into 4000 ml of ice water, the accumulating solid is filtered off, dissolved in 800 ml of ethyl acetate, and extracted three times with 250 ml each of water. The organic phase is dried o... Product: BrC(C(=O)NCCN(C(C1=C(C(C(=O)O)=C(C(=C1I)NC(C(C)Br)=O)I)I)=O)CCNC(C(C)Br)=O)C (N,N-Bis-[2-(2-bromopropionylamino)ethyl)-5-[(2-bromopropionyl)amino]-2,4,6-triiodoisophthalic acid amide). Starting materials: C(C1=CC=CC=C1)OC1=CC(=C(C=C1)C=C(C(=O)OCC)N=[N+]=[N-])C (ethyl 3-(4-benzyloxy-2-methylphenyl)-2-azidopropenoate). Solvent: C1(=CC=CC=C1)C (toluene). Yields the product C(C1=CC=CC=C1)OC1=CC(=C2C=C(NC2=C1)C(=O)OCC)C (Ethyl 6-benzyloxy-4-methyl-2-indolecarboxylate). As a reaction SMILES: [CH2:1]([O:8][C:9]1[CH:14]=[CH:13][C:12]([CH:15]=[C:16]([N:22]=[N+]=[N-])[C:17]([O:19][CH2:20][CH3:21])=[O:18])=[C:11]([CH3:25])[CH:10]=1)[C:2]1[CH:7]=[CH:6][CH:5]=[CH:4][CH:3]=1>C1(C)C=CC=CC=1>[CH2:1]([O:8][C:9]1[CH:14]=[C:13]2[C:12]([CH:15]=[C:16]([C:17]([O:19][CH2:20][CH3:21])=[O:18])[NH:22]2)=[C:11]([CH3:25])[CH:10]=1)[C:2]1[CH:7]=[CH:6][CH:5]=[CH:4][CH:3]=1. Procedure details: The reaction was carried out in a manner similar to Reference Example 13 b) except for using 3.22 g of ethyl 3-(4-benzyloxy-2-methylphenyl)-2-azidopropenoate and 100 ml of toluene. Ethyl 6-benzyloxy-4-methyl-2-indolecarboxylate was thus obtained in the yield of 2.66 g. Starting materials: C=1(O)C(O)=CC=CC1 (catechol), [O-]CC.[Ta+5].[O-]CC.[O-]CC.[O-]CC.[O-]CC (tantalum(V) ethoxide). The solvent is C1(=CC=CC=C1)C (toluene). Run at temperature 100 celsius. Product: C=1([O-])C([O-])=CC=CC1.[Ta+5].C=1([O-])C([O-])=CC=CC1.C=1([O-])C([O-])=CC=CC1.C=1([O-])C([O-])=CC=CC1.C=1([O-])C([O-])=CC=CC1.[Ta+5] (Tantalum Catecholate). As a reaction SMILES: [C:1]1([C:3](=[CH:5][CH:6]=[CH:7][CH:8]=1)[OH:4])[OH:2].[O-]CC.[Ta+5:12].[O-]CC.[O-]CC.[O-]CC.[O-]CC>C1(C)C=CC=CC=1>[C:1]1([C:3](=[CH:5][CH:6]=[CH:7][CH:8]=1)[O-:4])[O-:2].[Ta+5:12].[C:1]1([C:3](=[CH:5][CH:6]=[CH:7][CH:8]=1)[O-:4])[O-:2].[C:1]1([C:3](=[CH:5][CH:6]=[CH:7][CH:8]=1)[O-:4])[O-:2].[C:1]1([C:3](=[CH:5][CH:6]=[CH:7][CH:8]=1)[O-:4])[O-:2].[C:1]1([C:3](=[CH:5][CH:6]=[CH:7][CH:8]=1)[O-:4])[O-:2].[Ta+5:12] |f:1.2.3.4.5.6,8.9.10.11.12.13.14|. Procedure: A solution of catechol (5.51 g, 50.0 mmol) and toluene (50 ml) was dehydrated by distilling 10 mL of the solution. Thereafter, 8.13 g (20.0 mmol) of tantalum(V) ethoxide was added to the solution while stirring. The mixed solution was refluxed for 1 hour, and then, while the distillation temperature was 110° C. or higher, distilled until the amount of the solution became half. After the distillation, volatile components of the residual mixed solution were vaporized under reduced pressure by a ro...